Dataset: the Open Reaction Database (ORD), a public repository of structured organic reaction records. Task: describe an organic reaction: reactants, conditions, products, and yield Starting materials: CC(C)O, C=C(C)C1CCC(C)C2(O)C1C=C(C)C(OC(C)=O)C2OC(=O)C1CC2(O)c3cccc(Cl)c3N(C)OC2N1, [H][H]. The product is CC(=O)OC1C(C)=CC2C(C(C)C)CCC(C)C2(O)C1OC(=O)C1CC2(O)c3cccc(Cl)c3N(C)OC2N1. RXN SMILES: [CH:42]([OH:43])([CH3:44])[CH3:45].[Cl:1][c:2]1[cH:3][cH:4][cH:5][c:6]2[c:11]1[N:10]([CH3:12])[O:9][CH:8]1[C:7]2([OH:39])[CH2:15][CH:14]([C:16](=[O:17])[O:18][CH:19]2[CH:20]([O:35][C:36]([CH3:37])=[O:38])[C:21]([CH3:34])=[CH:22][CH:23]3[CH:24]([C:31](=[CH2:32])[CH3:33])[CH2:25][CH2:26][CH:27]([CH3:30])[C:28]23[OH:29])[NH:13]1.[H:40][H:41]>>[Cl:1][c:2]1[cH:3][cH:4][cH:5][c:6]2[c:11]1[N:10]([CH3:12])[O:9][CH:8]1[C:7]2([OH:39])[CH2:15][CH:14]([C:16](=[O:17])[O:18][CH:19]2[CH:20]([O:35][C:36]([CH3:37])=[O:38])[C:21]([CH3:34])=[CH:22][CH:23]3[CH:24]([CH:31]([CH3:32])[CH3:33])[CH2:25][CH2:26][CH:27]([CH3:30])[C:28]23[OH:29])[NH:13]1. The reactants are CN(C)CC1CC(C1)N1C=C(C2=C1N=CN=C2N)I (7-(3-dimethylaminomethylcyclobutyl)-5-iodo-7H-pyrrolo[2,3-d]pyrimidin-4-ylamine), C1(=CC=CC=C1)C1=NC2=CC(=CC=C2C=C1)B1OC(C(O1)(C)C)(C)C (2-phenyl-7-(4,4,5,5-tetramethyl[1,3,2]dioxaborolan-2-yl)-quinoline), C(=O)([O-])[O-].[Na+].[Na+] (Na2CO3), O (water). Reagents/catalysts: C=1C=CC(=CC1)[P](C=2C=CC=CC2)(C=3C=CC=CC3)[Pd]([P](C=4C=CC=CC4)(C=5C=CC=CC5)C=6C=CC=CC6)([P](C=7C=CC=CC7)(C=8C=CC=CC8)C=9C=CC=CC9)[P](C=1C=CC=CC1)(C=1C=CC=CC1)C=1C=CC=CC1 (Pd(PPh3)4). The solvent is CN(C)C=O (DMF). Reaction conditions: temperature 80 celsius. The product is CN(C)C[C@H]1C[C@H](C1)N1C=C(C2=C1N=CN=C2N)C2=CC=C1C=CC(=NC1=C2)C2=CC=CC=C2 (cis-7-(3-Dimethylaminomethylcyclobutyl)-5-(2-phenylquinolin-7-yl)-7H-pyrrolo[2,3-d]pyrimidin-4-ylamine). RXN SMILES: [CH3:1][N:2]([CH2:4][CH:5]1[CH2:8][CH:7]([N:9]2[C:13]3[N:14]=[CH:15][N:16]=[C:17]([NH2:18])[C:12]=3[C:11](I)=[CH:10]2)[CH2:6]1)[CH3:3].[C:20]1([C:26]2[CH:35]=[CH:34][C:33]3[C:28](=[CH:29][C:30](B4OC(C)(C)C(C)(C)O4)=[CH:31][CH:32]=3)[N:27]=2)[CH:25]=[CH:24][CH:23]=[CH:22][CH:21]=1.C([O-])([O-])=O.[Na+].[Na+].O>CN(C=O)C.C1C=CC([P]([Pd]([P](C2C=CC=CC=2)(C2C=CC=CC=2)C2C=CC=CC=2)([P](C2C=CC=CC=2)(C2C=CC=CC=2)C2C=CC=CC=2)[P](C2C=CC=CC=2)(C2C=CC=CC=2)C2C=CC=CC=2)(C2C=CC=CC=2)C2C=CC=CC=2)=CC=1>[CH3:1][N:2]([CH2:4][C@@H:5]1[CH2:8][C@H:7]([N:9]2[C:13]3[N:14]=[CH:15][N:16]=[C:17]([NH2:18])[C:12]=3[C:11]([C:30]3[CH:29]=[C:28]4[C:33]([CH:34]=[CH:35][C:26]([C:20]5[CH:25]=[CH:24][CH:23]=[CH:22][CH:21]=5)=[N:27]4)=[CH:32][CH:31]=3)=[CH:10]2)[CH2:6]1)[CH3:3] |f:2.3.4,^1:60,62,81,100|. Procedure: Nitrogen was bubbled into a mixture of 7-(3-dimethylaminomethylcyclobutyl)-5-iodo-7H-pyrrolo[2,3-d]pyrimidin-4-ylamine (891.5 mg, 2.401 mmol), 2-phenyl-7-(4,4,5,5-tetramethyl[1,3,2]dioxaborolan-2-yl)-quinoline (795 mg, 2.40 mmol), Na2CO3 (634 mg, 5.98 mmol), and Pd(PPh3)4 (171 mg, 0.148 mmol; 6 mol %) in DMF (40 mL)/water (8 mL) for 5 min at ambient temperature, then the mixture was heated to 80° C. (bath temp.) for 4.5 h. The solvents were evaporated, water was added, the mixture was extracted ... Reactants: C(C)C1=NC2=CC(=C(C=C2C(=C1C(=O)OC)C1=CC(=C(C=C1)OC)OC)OC)OC (methyl 2-ethyl-6,7-dimethoxy-4-(3,4-dimethoxyphenyl)quinoline-3-carboxylate), [OH-].[Na+] (sodium hydroxide), CO (methanol). The solvent is O (water). Run at time 14 hour. Product: COC=1C=C2C(=C(C(=NC2=CC1OC)CC)C(=O)O)C1=CC(=C(C=C1)OC)OC (6,7-dimethoxy-4-(3,4-dimethoxyphenyl)-2-ethylquinoline-3-carboxylic acid). The yield is 71.0%. Reaction SMILES: [CH2:1]([C:3]1[C:12]([C:13]([O:15]C)=[O:14])=[C:11]([C:17]2[CH:22]=[CH:21][C:20]([O:23][CH3:24])=[C:19]([O:25][CH3:26])[CH:18]=2)[C:10]2[C:5](=[CH:6][C:7]([O:29][CH3:30])=[C:8]([O:27][CH3:28])[CH:9]=2)[N:4]=1)[CH3:2].[OH-].[Na+].CO>O>[CH3:28][O:27][C:8]1[CH:9]=[C:10]2[C:5](=[CH:6][C:7]=1[O:29][CH3:30])[N:4]=[C:3]([CH2:1][CH3:2])[C:12]([C:13]([OH:15])=[O:14])=[C:11]2[C:17]1[CH:22]=[CH:21][C:20]([O:23][CH3:24])=[C:19]([O:25][CH3:26])[CH:18]=1 |f:1.2|. Reported procedure: A mixture of methyl 2-ethyl-6,7-dimethoxy-4-(3,4-dimethoxyphenyl)quinoline-3-carboxylate (0.5 g), 4N sodium hydroxide (20 ml) and methanol was stirred for 14 hours under reflux, poured into water, made acidic and extracted with chloroform. The chloroform layer was washed with water and dried over magnesium sulfate. Evaporation of the solvent gave 6,7-dimethoxy-4-(3,4-dimethoxyphenyl)-2-ethylquinoline-3-carboxylic acid (0.343 g, 71%) which was then recrystallized from acetone-methanol. mp. 264°-2... Starting materials: NC=1C=2N(C=CN1)C(=NC2C2=CC=C(C=C2)OC2=CC=CC=C2)[C@@H]2CC[C@H](CC2)C(=O)O (trans-4-[8-amino-1-(4-phenoxyphenyl)-imidazo[1,5-a]pyrazin-3-yl]-cyclohexanecarboxylic acid), N (NH3), CC(C)O (i-PrOH), CN(C)C(=[N+](C)C)ON1C2=C(C=CC=C2)N=N1.[B-](F)(F)(F)F (TBTU), CCN(C(C)C)C(C)C (DIEA), CN(C)C=O (DMF). Product: NC=1C=2N(C=CN1)C(=NC2C2=CC=C(C=C2)OC2=CC=CC=C2)[C@@H]2CC[C@H](CC2)C(=O)N (trans-4-[8-Amino-1-(4-phenoxyphenyl)-imidazo[1,5-a]pyrazin-3-yl]-cyclohexanecarboxylic acid amide). As a reaction SMILES: [NH2:1][C:2]1[C:3]2[N:4]([C:8]([C@H:24]3[CH2:29][CH2:28][C@H:27]([C:30]([OH:32])=O)[CH2:26][CH2:25]3)=[N:9][C:10]=2[C:11]2[CH:16]=[CH:15][C:14]([O:17][C:18]3[CH:23]=[CH:22][CH:21]=[CH:20][CH:19]=3)=[CH:13][CH:12]=2)[CH:5]=[CH:6][N:7]=1.N.CC(O)C.C[N:39](C(ON1N=NC2C=CC=CC1=2)=[N+](C)C)C.[B-](F)(F)(F)F.CCN(C(C)C)C(C)C.CN(C=O)C>>[NH2:1][C:2]1[C:3]2[N:4]([C:8]([C@H:24]3[CH2:29][CH2:28][C@H:27]([C:30]([NH2:39])=[O:32])[CH2:26][CH2:25]3)=[N:9][C:10]=2[C:11]2[CH:12]=[CH:13][C:14]([O:17][C:18]3[CH:23]=[CH:22][CH:21]=[CH:20][CH:19]=3)=[CH:15][CH:16]=2)[CH:5]=[CH:6][N:7]=1 |f:3.4|. Procedure details: A mixture trans-4-[8-amino-1-(4-phenoxyphenyl)-imidazo[1,5-a]pyrazin-3-yl]-cyclohexanecarboxylic acid (15.0 mg, 0.035 mmol), 2M of NH3 in i-PrOH (0.1 mL, 0.20 mmol), TBTU (22.5 mg, 0.070 mmol), DIEA (0.0647 mL, 0.371 mmol) and DMF (1 mL, 0.01 mol) was stirred at rt for 10 min. The reaction mixture was used for Gilson HPLC purification. The fractions containing the pure product were collected and concentrated in vacuo to afford the title compound as a yellow solid. 1H NMR (400 MHz, CDCl3): δ=1.63... The reactants are CC(=O)O[BH-](OC(C)=O)OC(C)=O, CCc1[nH]nc(N)c1C, Cc1ncc(Cl)cc1C(=O)NC1CCC(C=O)CC1, ClCCl, [Na+]. Yields the product CCc1[nH]nc(NCC2CCC(NC(=O)c3cc(Cl)cnc3C)CC2)c1C. As a reaction SMILES: [C:29]([O:30][BH-:31]([O:32][C:33](=[O:34])[CH3:35])[O:36][C:37](=[O:38])[CH3:39])(=[O:40])[CH3:41].[CH2:20]([CH3:21])[c:22]1[c:23]([CH3:28])[c:24]([NH2:27])[n:25][nH:26]1.[Cl:1][c:2]1[cH:3][n:4][c:5]([CH3:19])[c:6]([C:7](=[O:8])[NH:9][CH:10]2[CH2:11][CH2:12][CH:13]([CH:16]=[O:17])[CH2:14][CH2:15]2)[cH:18]1.[Cl:43][CH2:44][Cl:45].[Na+:42]>>[Cl:1][c:2]1[cH:3][n:4][c:5]([CH3:19])[c:6]([C:7](=[O:8])[NH:9][CH:10]2[CH2:11][CH2:12][CH:13]([CH2:16][NH:27][c:24]3[c:23]([CH3:28])[c:22]([CH2:20][CH3:21])[nH:26][n:25]3)[CH2:14][CH2:15]2)[cH:18]1.